Task: describe an organic reaction: reactants, conditions, products, and yield. Dataset: the Open Reaction Database (ORD), a public repository of structured organic reaction records Starting materials: ice water, [Na] (Sodium), C1CC1C(=N)N.Cl (cyclopropylcarboxamidine hydrochloride), O=C1C(SCCC1)C(=O)OCC (ethyl 3-oxotetrahydrothiopyran-2-carboxylate), C(C)(=O)O (acetic acid). The solvent is CO (methanol). Conditions: temperature 25 celsius, time 18 hour. The product is C1(CC1)C=1N=C(C2=C(N1)CCCS2)O (2-Cyclopropyl-7,8-dihydro-4-hydroxy-6H-thiopyrano[3,2-d]pyrimidine). The yield is 81.5%. Reaction SMILES: [Na].[CH2:2]1[CH:4]([C:5]([NH2:7])=[NH:6])[CH2:3]1.Cl.O=[C:10]1[CH2:15][CH2:14][CH2:13][S:12][CH:11]1[C:16](OCC)=[O:17].C(O)(=O)C>CO>[CH:4]1([C:5]2[N:6]=[C:16]([OH:17])[C:11]3[S:12][CH2:13][CH2:14][CH2:15][C:10]=3[N:7]=2)[CH2:3][CH2:2]1 |f:1.2,^1:0|. Procedure: Sodium metal (3.94 g, 0.17 g atom) was dissolved in methanol (150 ml) and cyclopropylcarboxamidine hydrochloride (21.0 g, 0.174 mol) was added followed after 1/4 hour stirring by the addition of ethyl 3-oxotetrahydrothiopyran-2-carboxylate (27.2 g, 0.145 mol). The reaction mixture was stirred at 25° C. for 18 hours then treated with ice water (200 ml) and neutralized with acetic acid to give 24.6 g of the title compound which melted at 249°-250° C. Reactants: C(=O)(O)[C@H]([C@@H](C(=O)[O-])O)O.ClC1=CC=C2[C@@H](CC(OC2=C1)(CF)CF)[NH3+] ((R)-7-chloro-2,2-bis(fluoromethyl)chroman-4-aminium (2S,3S)-3-carboxy-2,3-dihydroxypropanoate), N(=C=S)C1=CC=C2CCC(NC2=C1)=O (7-isothiocyanato-3,4-dihydroquinolin-2(1H)-one), C(C)(C)N(CC)C(C)C (diisopropylethyl amine). Solvent: C(Cl)Cl (CH2Cl2). Conditions: time 8 hour. The product is ClC1=CC=C2[C@@H](CC(OC2=C1)(CF)CF)NC(=S)NC1=CC=C2CCC(NC2=C1)=O (1-[(4R)-7-chloro-2,2-bis(fluoromethyl)-3,4-dihydro-2H-chromen-4-yl]-3-(2-oxo-1,2,3,4-tetrahydroquinolin-7-yl)thiourea). Isolated yield 78.1%. As a reaction SMILES: C([C@@H](O)[C@H](O)C([O-])=O)(O)=O.[Cl:11][C:12]1[CH:21]=[C:20]2[C:15]([C@H:16]([NH3+:26])[CH2:17][C:18]([CH2:24][F:25])([CH2:22][F:23])[O:19]2)=[CH:14][CH:13]=1.[N:27]([C:30]1[CH:39]=[C:38]2[C:33]([CH2:34][CH2:35][C:36](=[O:40])[NH:37]2)=[CH:32][CH:31]=1)=[C:28]=[S:29].C(N(C(C)C)CC)(C)C>C(Cl)Cl>[Cl:11][C:12]1[CH:21]=[C:20]2[C:15]([C@H:16]([NH:26][C:28]([NH:27][C:30]3[CH:39]=[C:38]4[C:33]([CH2:34][CH2:35][C:36](=[O:40])[NH:37]4)=[CH:32][CH:31]=3)=[S:29])[CH2:17][C:18]([CH2:24][F:25])([CH2:22][F:23])[O:19]2)=[CH:14][CH:13]=1 |f:0.1|. Procedure: To a slurry of (R)-7-chloro-2,2-bis(fluoromethyl)chroman-4-aminium (2S,3S)-3-carboxy-2,3-dihydroxypropanoate (0.20 g, 0.51 mmol) in CH2Cl2 (1.3 mL) was added the product of Example 252A (0.10 g, 0.51 mmol) and diisopropylethyl amine (0.088 mL, 0.51 mmol). The mixture was stirred at ambient temperature overnight then placed directly onto a silica gel column. Elution with a 20-60% EtOAc/hexane gradient afforded the title compound (0.18 g, 76% yield). 1H NMR (300 MHz, DMSO-d6) δ ppm 10.12 (s, 1H), ... Starting materials: COC=1C=NC2=NC3=C(N(C(C4=CC=CC=C34)=O)C3=CC=C(C=C3)[N+](=O)[O-])N2C1 (9-methoxy-6-(4-nitrophenyl)-pyrimido[2′,1′:2,3]imidazo[4,5-c]-isoquinolin-5(6H)-one), Br (HBr). The product is hydrobromide salt, OC=1C=NC2=NC3=C(N(C(C4=CC=CC=C34)=O)C3=CC=C(C=C3)[N+](=O)[O-])N2C1 (9-hydroxy-6-(4-nitrophenyl)-pyrimido[2′,1′:2,3]imidazo[4,5-c]isoquinolin-5(6H)-one). The yield is 25.8%. As a reaction SMILES: C[O:2][C:3]1[CH:4]=[N:5][C:6]2[N:28]([CH:29]=1)[C:9]1[N:10]([C:19]3[CH:24]=[CH:23][C:22]([N+:25]([O-:27])=[O:26])=[CH:21][CH:20]=3)[C:11](=[O:18])[C:12]3[C:17]([C:8]=1[N:7]=2)=[CH:16][CH:15]=[CH:14][CH:13]=3.Br>>[OH:2][C:3]1[CH:4]=[N:5][C:6]2[N:28]([CH:29]=1)[C:9]1[N:10]([C:19]3[CH:20]=[CH:21][C:22]([N+:25]([O-:27])=[O:26])=[CH:23][CH:24]=3)[C:11](=[O:18])[C:12]3[C:17]([C:8]=1[N:7]=2)=[CH:16][CH:15]=[CH:14][CH:13]=3. Reported procedure: A suspension of 9-methoxy-6-(4-nitrophenyl)-pyrimido[2′,1′:2,3]imidazo[4,5-c]-isoquinolin-5(6H)-one (17) (0.26 mmol, 0.100 g) in a concentrated aqueous HBr solution (5 ml) was refluxed overnight. The reaction mixture was evaporated under reduced pressure. The crude product was brought on a filter and washed with methanol, isopropanol and isopropylether successively to give the hydrobromide salt of 9-hydroxy-6-(4-nitrophenyl)-pyrimido[2′,1′:2,3]imidazo[4,5-c]isoquinolin-5(6H)-one (97) (0.025 g, y... The reactants are [Al+3], ClCCl, [Cl-], [Cl-], [Cl-], O=C(Cl)CCCCl, Fc1cccc(F)c1. Yields the product O=C(CCCCl)c1ccc(F)cc1F. As a reaction SMILES: [Al+3:17].[CH2:20]([Cl:21])[Cl:22].[Cl-:16].[Cl-:18].[Cl-:19].[Cl:1][CH2:2][CH2:3][CH2:4][C:5](=[O:6])[Cl:7].[F:8][c:9]1[cH:10][cH:11][cH:12][c:13]([F:14])[cH:15]1>>[Cl:1][CH2:2][CH2:3][CH2:4][C:5](=[O:6])[c:12]1[cH:11][cH:10][c:9]([F:8])[cH:15][c:13]1[F:14].